Dataset: the Open Reaction Database (ORD), a public repository of structured organic reaction records. Task: describe an organic reaction: reactants, conditions, products, and yield Reactants: FC1=C(C(CCNC2=C(N(C3=CC(=CC(=C23)Cl)Cl)C(=O)OC(C)(C)C)C(=O)OCC)=O)C=CC=C1 (3-[(o-fluorophenacyl)methylamino]-2-carbethoxy-4,6-dichloro-1-(tert-butyloxycarbonyl)-indole), FC(C(=O)O)(F)F (trifluoracetic acid). The solvent is C(Cl)Cl (methylene chloride), C(C)(=O)OCC (ethyl acetate). The product is FC1=C(C(CCNC2=C(NC3=CC(=CC(=C23)Cl)Cl)C(=O)OCC)=O)C=CC=C1 (3-[(o-fluorophenacyl)methylamino]-2-carbethoxy-4,6-dichloroindole). As a reaction SMILES: [F:1][C:2]1[CH:35]=[CH:34][CH:33]=[CH:32][C:3]=1[C:4](=[O:31])[CH2:5][CH2:6][NH:7][C:8]1[C:16]2[C:11](=[CH:12][C:13]([Cl:18])=[CH:14][C:15]=2[Cl:17])[N:10](C(OC(C)(C)C)=O)[C:9]=1[C:26]([O:28][CH2:29][CH3:30])=[O:27].FC(F)(F)C(O)=O>C(Cl)Cl.C(OCC)(=O)C>[F:1][C:2]1[CH:35]=[CH:34][CH:33]=[CH:32][C:3]=1[C:4](=[O:31])[CH2:5][CH2:6][NH:7][C:8]1[C:16]2[C:11](=[CH:12][C:13]([Cl:18])=[CH:14][C:15]=2[Cl:17])[NH:10][C:9]=1[C:26]([O:28][CH2:29][CH3:30])=[O:27]. Reported procedure: Dissolve 3-[(o-fluorophenacyl)methylamino]-2-carbethoxy-4,6-dichloro-1-(tert-butyloxycarbonyl)-indole from above in methylene chloride (5 mL). Add trifluoracetic acid (3 mL) and stir for 5 hours. Concentrate the reaction in vacuo, dilute with ethyl acetate (100 mL), wash with saturated sodium carbonate, dry over magnesium sulfate, filter and concentrate in vacuo. Recrystallize the residue from ethyl acetate/hexane to yield the title compound (650 mg).